This data is from the Open Reaction Database (ORD), a public repository of structured organic reaction records. The task is: describe an organic reaction: reactants, conditions, products, and yield Starting materials: CCOC(C)=O, [Na+], [OH-], O, O=[SH](=O)[O-], NC(Cc1ccccc1)C1CC(Cc2ccccc2)=NO1, Cc1ccc(S(=O)(=O)O)cc1, O=S(=O)(O)c1ccccc1. Product: NC(Cc1ccccc1)C1CC(Cc2ccccc2)=NO1, O=S(=O)(O)c1ccccc1. RXN SMILES: [CH3:50][CH2:51][O:52][C:53](=[O:54])[CH3:55].[Na+:34].[OH-:33].[OH2:39].[SH:35](=[O:36])(=[O:37])[O-:38].[c:12]1([CH2:18][C:19]2=[N:20][O:21][CH:22]([CH:24]([CH2:25][c:26]3[cH:27][cH:28][cH:29][cH:30][cH:31]3)[NH2:32])[CH2:23]2)[cH:13][cH:14][cH:15][cH:16][cH:17]1.[c:1]1([CH3:11])[cH:2][cH:3][c:4]([S:7](=[O:8])(=[O:9])[OH:10])[cH:5][cH:6]1.[c:40]1([S:41]([OH:42])(=[O:43])=[O:44])[cH:45][cH:46][cH:47][cH:48][cH:49]1>>[c:12]1([CH2:18][C:19]2=[N:20][O:21][CH:22]([CH:24]([CH2:25][c:26]3[cH:27][cH:28][cH:29][cH:30][cH:31]3)[NH2:32])[CH2:23]2)[cH:13][cH:14][cH:15][cH:16][cH:17]1.[cH:1]1[cH:2][cH:3][c:4]([S:7](=[O:8])(=[O:9])[OH:10])[cH:5][cH:6]1. The reactants are [Br-], C1CCOC1, [Mg+]C1CCCCC1, Cn1nnc(N(Cc2cc(C(F)(F)F)cc(C(F)(F)F)c2)Cc2cc(C(F)(F)F)ccc2C=O)n1. Product: Cn1nnc(N(Cc2cc(C(F)(F)F)cc(C(F)(F)F)c2)Cc2cc(C(F)(F)F)ccc2C(O)C2CCCCC2)n1. As a reaction SMILES: [Br-:36].[CH2:44]1[O:45][CH2:46][CH2:47][CH2:48]1.[CH:37]1([Mg+:43])[CH2:38][CH2:39][CH2:40][CH2:41][CH2:42]1.[F:1][C:2]([c:3]1[cH:4][c:5]([CH2:6][N:7]([c:8]2[n:9][n:10][n:11]([CH3:13])[n:12]2)[CH2:14][c:15]2[c:16]([CH:17]=[O:18])[cH:19][cH:20][c:21]([C:23]([F:24])([F:25])[F:26])[cH:22]2)[cH:27][c:28]([C:30]([F:31])([F:32])[F:33])[cH:29]1)([F:34])[F:35]>>[F:1][C:2]([c:3]1[cH:4][c:5]([CH2:6][N:7]([c:8]2[n:9][n:10][n:11]([CH3:13])[n:12]2)[CH2:14][c:15]2[c:16]([CH:17]([OH:18])[CH:37]3[CH2:38][CH2:39][CH2:40][CH2:41][CH2:42]3)[cH:19][cH:20][c:21]([C:23]([F:24])([F:25])[F:26])[cH:22]2)[cH:27][c:28]([C:30]([F:31])([F:32])[F:33])[cH:29]1)([F:34])[F:35]. Reactants: CC(C)(C)OC(=O)NCC(O)CCOc1ccc(C#N)cc1, CS(=O)(=O)Cl, CN(C)c1ccncc1, c1ccncc1. Product: CC(C)(C)OC(=O)NCC(CCOc1ccc(C#N)cc1)OS(C)(=O)=O. RXN SMILES: [C:1](#[N:2])[c:3]1[cH:4][cH:5][c:6]([O:7][CH2:8][CH2:9][CH:10]([CH2:11][NH:12][C:13]([O:14][C:15]([CH3:16])([CH3:17])[CH3:18])=[O:19])[OH:20])[cH:21][cH:22]1.[CH3:23][S:24]([Cl:25])(=[O:26])=[O:27].[CH3:28][N:29]([CH3:30])[c:31]1[cH:32][cH:33][n:34][cH:35][cH:36]1.[cH:37]1[cH:38][cH:39][n:40][cH:41][cH:42]1>>[C:1](#[N:2])[c:3]1[cH:4][cH:5][c:6]([O:7][CH2:8][CH2:9][CH:10]([CH2:11][NH:12][C:13]([O:14][C:15]([CH3:16])([CH3:17])[CH3:18])=[O:19])[O:20][S:24]([CH3:23])(=[O:26])=[O:27])[cH:21][cH:22]1.